The task is: describe an organic reaction: reactants, conditions, products, and yield. This data is from the Open Reaction Database (ORD), a public repository of structured organic reaction records. The reactants are CCOC(=O)CNC(=O)c1cc(-c2ccccc2)on1, C1CCOC1, CO, [Li+], [OH-], O, O. Yields the product O=C(O)CNC(=O)c1cc(-c2ccccc2)on1. RXN SMILES: [CH2:1]([CH3:2])[O:3][C:4]([CH2:5][NH:6][C:7](=[O:8])[c:9]1[n:10][o:11][c:12](-[c:14]2[cH:15][cH:16][cH:17][cH:18][cH:19]2)[cH:13]1)=[O:20].[CH2:27]1[O:28][CH2:29][CH2:30][CH2:31]1.[CH3:21][OH:22].[Li+:25].[OH-:24].[OH2:23].[OH2:26]>>[O:3]=[C:4]([CH2:5][NH:6][C:7](=[O:8])[c:9]1[n:10][o:11][c:12](-[c:14]2[cH:15][cH:16][cH:17][cH:18][cH:19]2)[cH:13]1)[OH:20].